This data is from the Open Reaction Database (ORD), a public repository of structured organic reaction records. The task is: describe an organic reaction: reactants, conditions, products, and yield Starting materials: BrC(C(=O)NC(CC(C)C)CO)C1=CC=CC=C1 (α-Bromo-N-[(1-hydroxymethyl)-3-methylbutyl]benzeneacetamide), [H-].[Na+] (sodium hydride). The solvent is O1CCCC1 (tetrahydrofuran). Run at time 8 hour. Product: CC(CC1COC(C(N1)=O)C1=CC=CC=C1)C (5-(2-methylpropyl)-2-phenyl-3-morpholinone). RXN SMILES: Br[CH:2]([C:13]1[CH:18]=[CH:17][CH:16]=[CH:15][CH:14]=1)[C:3]([NH:5][CH:6]([CH2:11][OH:12])[CH2:7][CH:8]([CH3:10])[CH3:9])=[O:4].[H-].[Na+]>O1CCCC1>[CH3:9][CH:8]([CH3:10])[CH2:7][CH:6]1[NH:5][C:3](=[O:4])[CH:2]([C:13]2[CH:18]=[CH:17][CH:16]=[CH:15][CH:14]=2)[O:12][CH2:11]1 |f:1.2|. Procedure details: α-Bromo-N-[(1-hydroxymethyl)-3-methylbutyl]benzeneacetamide (α-center is RS, other center with NH-substituent is S), 9.1 g (0.029 mole), was dissolved in 200 ml of tetrahydrofuran, the solution is cooled to 0°-5° and 1.65 g (0.0413 mole) of 60% sodium hydride in mineral oil dispersion slowly added. The mixture was allowed to reach room temperature and stirred overnight, the solvent was evaporated in vacuo and the residue dissolved in 200 ml of dichloromethane and extracted twice with water. The ... Reactants: CCO, CN(Cc1cc([N+](=O)[O-])nn1C)C1COC1, [Cl-], [Fe], [NH4+], O. Yields the product CN(Cc1cc(N)nn1C)C1COC1. As a reaction SMILES: [CH3:19][CH2:20][OH:21].[CH3:1][N:2]([CH:3]1[CH2:4][O:5][CH2:6]1)[CH2:7][c:8]1[cH:9][c:10]([N+:14]([O-:15])=[O:16])[n:11][n:12]1[CH3:13].[Cl-:17].[Fe:23].[NH4+:18].[OH2:22]>>[CH3:1][N:2]([CH:3]1[CH2:4][O:5][CH2:6]1)[CH2:7][c:8]1[cH:9][c:10]([NH2:14])[n:11][n:12]1[CH3:13]. Reactants: ClCCCC1(OCCCO1)C1=CC=C(C=C1)F (2-(3-chloropropyl)-2-(4-fluorophenyl)-1,3-dioxane), N1(CCNCC1)C1=NOC2=C1C=CC=C2 (3-(1-piperazinyl)-1,2-benzisoxazole), hydrochloride salt. The product is Cl.O1N=C(C2=C1C=CC=C2)N2CCN(CC2)CCCC(=O)C2=CC=C(C=C2)F (4-[4-(1,2-benzisoxazol-3-yl)-1-piperazinyl]-1-(4-fluorophenyl)-1-butanone hydrochloride). Isolated yield 25.0%. RXN SMILES: [Cl:1][CH2:2][CH2:3][CH2:4][C:5]1([C:11]2[CH:16]=[CH:15][C:14]([F:17])=[CH:13][CH:12]=2)[O:10]CCCO1.[N:18]1([C:24]2[C:28]3[CH:29]=[CH:30][CH:31]=[CH:32][C:27]=3[O:26][N:25]=2)[CH2:23][CH2:22][NH:21][CH2:20][CH2:19]1>>[ClH:1].[O:26]1[C:27]2[CH:32]=[CH:31][CH:30]=[CH:29][C:28]=2[C:24]([N:18]2[CH2:19][CH2:20][N:21]([CH2:2][CH2:3][CH2:4][C:5]([C:11]3[CH:12]=[CH:13][C:14]([F:17])=[CH:15][CH:16]=3)=[O:10])[CH2:22][CH2:23]2)=[N:25]1 |f:2.3|. Reported procedure: Reaction of 2-(3-chloropropyl)-2-(4-fluorophenyl)-1,3-dioxane with 3-(1-piperazinyl)-1,2-benzisoxazole according to the procedure of Example 12 and conversion of the free base to the hydrochloride salt affords a 25% yield of 4-[4-(1,2-benzisoxazol-3-yl)-1-piperazinyl]-1-(4-fluorophenyl)-1-butanone hydrochloride, m.p. 260°-262°, from methanol (25% yield). The reactants are C(=O)(C(F)(F)F)O (TFA), C(C)OC(=O)N1CCC2=C(CC1)C=C(C=C2)O (7-Hydroxy-1,2,4,5-tetrahydro-benzo[d]azepine-3-carboxylic acid ethyl ester), C1CC(=O)N(C1=O)I (NIS). Solvent: O (water), C(C)#N (acetonitrile). Conditions: time 30 minute. Product: C(C)OC(=O)N1CCC2=C(CC1)C=C(C(=C2)I)O (7-Hydroxy-8-iodo-1,2,4,5-tetrahydro-benzo[d]azepine-3-carboxylic acid ethyl ester). The yield is 84.0%. Reaction SMILES: [CH2:1]([O:3][C:4]([N:6]1[CH2:12][CH2:11][C:10]2[CH:13]=[C:14]([OH:17])[CH:15]=[CH:16][C:9]=2[CH2:8][CH2:7]1)=[O:5])[CH3:2].C(O)(C(F)(F)F)=O.C1C(=O)N([I:32])C(=O)C1>C(#N)C.O>[CH2:1]([O:3][C:4]([N:6]1[CH2:12][CH2:11][C:10]2[CH:13]=[C:14]([OH:17])[C:15]([I:32])=[CH:16][C:9]=2[CH2:8][CH2:7]1)=[O:5])[CH3:2]. Procedure details: Into a 100 ml flask, the product of step (c) (503 mg, 2.14 mmol) dissolved in acetonitrile (20 ml) and TFA (2 ml) was added. To this stirred solution, NIS (458 mg, 2.03 mmol) was added. After stirring for 30 minutes at room temperature, the reaction was diluted with water (200 ml) and extracted with EtOAc (3×). The combined EtOAc extracts were washed with brine, dried over Na2SO4, and solvent evaporated in vacuo to give the crude product. Purification by silica-gel chromatography (gradient eluti... Procedure: To a 0° C. solution of phosgene (8.75 mmol, 4.61 mL; 1.9M solution in toluene) in dry tetrahydrofuran (30 mL) is added 5-[3-(cyclopentyloxy)-4-methoxyphenyl]-1,2-dihydro-1-methyl-3H-pyrazol-3-one (7.0 mmol, 2.02 g) in dry tetrahydrofuran (15 mL) dropwise over 20 minutes. The resulting cloudy solution is stirred at 0° C. for 10 minutes and at room temperature for 1 hour after which a homogenous solution is obtained. The reaction mixture is cooled to 0° C. and hexamethyldisilazane (17.5 mmol, 2.82... Run in O1CCCC1 (tetrahydrofuran), O1CCCC1 (tetrahydrofuran), O1CCCC1 (tetrahydrofuran). The yield is 77.6%. The reactants are C[Si](N[Si](C)(C)C)(C)C (hexamethyldisilazane), C(=O)(Cl)Cl (phosgene), C1(CCCC1)OC=1C=C(C=CC1OC)C1=CC(NN1C)=O (5-[3-(cyclopentyloxy)-4-methoxyphenyl]-1,2-dihydro-1-methyl-3H-pyrazol-3-one). RXN SMILES: [C:1](Cl)(Cl)=[O:2].[CH:5]1([O:10][C:11]2[CH:12]=[C:13]([C:19]3[N:23]([CH3:24])[NH:22][C:21](=[O:25])[CH:20]=3)[CH:14]=[CH:15][C:16]=2[O:17][CH3:18])[CH2:9][CH2:8][CH2:7][CH2:6]1.C[Si](C)(C)[NH:28][Si](C)(C)C>O1CCCC1>[CH:5]1([O:10][C:11]2[CH:12]=[C:13]([C:19]3[N:23]([CH3:24])[N:22]([C:1]([NH2:28])=[O:2])[C:21](=[O:25])[CH:20]=3)[CH:14]=[CH:15][C:16]=2[O:17][CH3:18])[CH2:6][CH2:7][CH2:8][CH2:9]1. Reaction conditions: temperature 0 celsius, time 1 hour. Yields the product C1(CCCC1)OC=1C=C(C=CC1OC)C=1N(N(C(C1)=O)C(=O)N)C (3-[3-(cyclopentyloxy)-4-methoxyphenyl]-2,5-dihydro-2-methyl-5-oxo-1H-pyrazole-1-carboxamide).